This data is from the Open Reaction Database (ORD), a public repository of structured organic reaction records. The task is: describe an organic reaction: reactants, conditions, products, and yield Reported procedure: This compound was prepared according to the general method of Example 77 using 2,2'-dithiobisbenzoyl chloride (2.00 g, 5.83 mmol) in 50 mL of dichloromethane and 3-aminobenzotrifluoride (1.87 g, 11.6 mmol) in 15 mL of pyridine. The crude product was recrystallized from ethanol, then ethyl ether to yield 0.519 g of the title compound, mp 167°-168° C. The yield is 15.1%. Starting materials: C(C1=C(C=CC=C1)SSC1=C(C(=O)Cl)C=CC=C1)(=O)Cl (2,2'-dithiobisbenzoyl chloride), NC=1C=C(C=CC1)C(F)(F)F (3-aminobenzotrifluoride). As a reaction SMILES: [C:1](Cl)(=[O:19])[C:2]1[CH:7]=[CH:6][CH:5]=[CH:4][C:3]=1[S:8][S:9][C:10]1[CH:18]=[CH:17][CH:16]=[CH:15][C:11]=1[C:12](Cl)=[O:13].[NH2:21][C:22]1[CH:23]=[C:24]([C:28]([F:31])([F:30])[F:29])[CH:25]=[CH:26][CH:27]=1>ClCCl.N1C=CC=CC=1>[F:31][C:28]([F:29])([F:30])[C:24]1[CH:23]=[C:22]([NH:21][C:1](=[O:19])[C:2]2[CH:7]=[CH:6][CH:5]=[CH:4][C:3]=2[S:8][S:9][C:10]2[CH:18]=[CH:17][CH:16]=[CH:15][C:11]=2[C:12]([NH:21][C:22]2[CH:27]=[CH:26][CH:25]=[C:24]([C:28]([F:29])([F:30])[F:31])[CH:23]=2)=[O:13])[CH:27]=[CH:26][CH:25]=1. Solvent: N1=CC=CC=C1 (pyridine), ClCCl (dichloromethane). The product is FC(C=1C=C(C=CC1)NC(C1=C(C=CC=C1)SSC1=C(C(=O)NC2=CC(=CC=C2)C(F)(F)F)C=CC=C1)=O)(F)F (2,2'-Dithiobis[N-[3-(trifluoromethyl)phenyl]benzamide]).